Task: describe an organic reaction: reactants, conditions, products, and yield. Dataset: the Open Reaction Database (ORD), a public repository of structured organic reaction records The reactants are C=O (formaldehyde), C=O (Formaldehyde), Cl.CNC (dimethylamine hydrochloride), N1C=CC=2C1=NC=C(C2)/C=C/C(=O)OC(C)(C)C ((E)-tert-butyl 3-(1H-pyrrolo[2,3-b]pyridin-5-yl)acrylate), Cl.CNC (dimethyl amine hydrochloride). Run in C(C)(C)O (isopropanol). The product is CN(C)CC1=CNC2=NC=C(C=C21)/C=C/C(=O)OC(C)(C)C ((E)-tert-Butyl 3-(3-((dimethylamino)methyl)-1H-pyrrolo[2,3-b]pyridin-5-yl)acrylate). Yield: 46.7%. RXN SMILES: [CH2:1]=O.Cl.[CH3:4][NH:5][CH3:6].[NH:7]1[C:11]2=[N:12][CH:13]=[C:14](/[CH:16]=[CH:17]/[C:18]([O:20][C:21]([CH3:24])([CH3:23])[CH3:22])=[O:19])[CH:15]=[C:10]2[CH:9]=[CH:8]1>C(O)(C)C>[CH3:4][N:5]([CH2:1][C:9]1[C:10]2[C:11](=[N:12][CH:13]=[C:14](/[CH:16]=[CH:17]/[C:18]([O:20][C:21]([CH3:24])([CH3:23])[CH3:22])=[O:19])[CH:15]=2)[NH:7][CH:8]=1)[CH3:6] |f:1.2|. Procedure details: Formaldehyde (37% in water, 219 μL, 2.92 mmol) and dimethylamine hydrochloride (237 mg, 2.92 mmol) were added to a solution of (E)-tert-butyl 3-(1H-pyrrolo[2,3-b]pyridin-5-yl)acrylate (420 mg, 1.72 mmol) in isopropanol (42 mL) at room temperature. The reaction mixture was stirred at reflux overnight. Since the LCMS monitoring still indicated the presence of remaining starting material, formaldehyde (25 μL) and dimethyl amine hydrochloride (28 mg) were added. The reaction mixture was stirred at r...